This data is from the Open Reaction Database (ORD), a public repository of structured organic reaction records. The task is: describe an organic reaction: reactants, conditions, products, and yield Starting materials: FC=1C=CC(=C2CC[C@H](C12)OC1=CC2=C([C@@H](CO2)CC(=O)OC)C=C1)B1OC(C(O1)(C)C)(C)C (methyl 2-((S)-6-((R)-7-fluoro-4-(4,4,5,5-tetramethyl-1,3,2-dioxaborolan-2-yl)-2,3-dihydro-1H-inden-1-yloxy)-2,3-dihydrobenzofuran-3-yl)acetate), C1(CCCCC1)P(C1=C(C=CC=C1)C1=C(C=CC=C1OC)OC)C1CCCCC1 (dicyclohexyl(2′,6′-dimethoxybiphenyl-2-yl)phosphine), BrC1=C(C=C(C#N)C=C1C)C (4-bromo-3,5-dimethylbenzonitrile), [O-]P(=O)([O-])[O-].[K+].[K+].[K+] (K3PO4). Reagents/catalysts: C(C)(=O)[O-].[Pd+2].C(C)(=O)[O-] (Palladium-(II)-acetate). Solvent: C1(=CC=CC=C1)C (toluene). Conditions: temperature 100 celsius, time 4 hour. The product is C(#N)C1=CC(=C(C(=C1)C)C1=C2CC[C@H](C2=C(C=C1)F)OC1=CC2=C([C@@H](CO2)CC(=O)OC)C=C1)C (Methyl 2-((S)-6-((R)-4-(4-cyano-2,6-dimethylphenyl)-7-fluoro-2,3-dihydro-1H-inden-1-yloxy)-2,3-dihydrobenzofuran-3-yl)acetate). Reaction SMILES: [F:1][C:2]1[CH:3]=[CH:4][C:5](B2OC(C)(C)C(C)(C)O2)=[C:6]2[C:10]=1[C@H:9]([O:11][C:12]1[CH:25]=[CH:24][C:15]3[C@H:16]([CH2:19][C:20]([O:22][CH3:23])=[O:21])[CH2:17][O:18][C:14]=3[CH:13]=1)[CH2:8][CH2:7]2.Br[C:36]1[C:43]([CH3:44])=[CH:42][C:39]([C:40]#[N:41])=[CH:38][C:37]=1[CH3:45].[O-]P([O-])([O-])=O.[K+].[K+].[K+].C1(P(C2CCCCC2)C2C=CC=CC=2C2C(OC)=CC=CC=2OC)CCCCC1>C1(C)C=CC=CC=1.C([O-])(=O)C.[Pd+2].C([O-])(=O)C>[C:40]([C:39]1[CH:42]=[C:43]([CH3:44])[C:36]([C:5]2[CH:4]=[CH:3][C:2]([F:1])=[C:10]3[C:6]=2[CH2:7][CH2:8][C@H:9]3[O:11][C:12]2[CH:25]=[CH:24][C:15]3[C@H:16]([CH2:19][C:20]([O:22][CH3:23])=[O:21])[CH2:17][O:18][C:14]=3[CH:13]=2)=[C:37]([CH3:45])[CH:38]=1)#[N:41] |f:2.3.4.5,8.9.10|. Reported procedure: In a microwave vial, methyl 2-((S)-6-((R)-7-fluoro-4-(4,4,5,5-tetramethyl-1,3,2-dioxaborolan-2-yl)-2,3-dihydro-1H-inden-1-yloxy)-2,3-dihydrobenzofuran-3-yl)acetate (200 mg), 4-bromo-3,5-dimethylbenzonitrile (90 mg), K3PO4 (273 mg), Palladium-(II)-acetate (10 mg) and dicyclohexyl(2′,6′-dimethoxybiphenyl-2-yl)phosphine (S-Phos) (17 mg) are suspended in toluene (10 mL) and water (2 mL) and purged for 10 minutes with argon. The vial is sealed and the mixture is stirred at 100° C. for 4 hours. After ... Reactants: crude product, FC1=C(C=C(C(=C1)F)F)B(O)O (2,4,5-trifluorophenylboronic acid), IC1=CC=C(C=C1)O (4-iodophenol), C([O-])([O-])=O.[K+].[K+] (potassium carbonate), CN(C)C=O (DMF). The solvent is CCOC(=O)C (EtOAc), O (water). Conditions: temperature 50 celsius. Product: FC1=C(C=C(C(=C1)F)F)C1=CC=C(C=C1)O (2′,4′,5′-trifluoro-biphenyl-4-ol). Isolated yield 74.8%. As a reaction SMILES: [F:1][C:2]1[CH:7]=[C:6]([F:8])[C:5]([F:9])=[CH:4][C:3]=1B(O)O.I[C:14]1[CH:19]=[CH:18][C:17]([OH:20])=[CH:16][CH:15]=1.C(=O)([O-])[O-].[K+].[K+].CN(C=O)C>CCOC(C)=O.O>[F:1][C:2]1[CH:7]=[C:6]([F:8])[C:5]([F:9])=[CH:4][C:3]=1[C:14]1[CH:19]=[CH:18][C:17]([OH:20])=[CH:16][CH:15]=1 |f:2.3.4|. Reported procedure: A mixture of 2,4,5-trifluorophenylboronic acid (43.8 g, 249.2 mmol), 4-iodophenol (50 g, 226.5 mmol), potassium carbonate (78 g, 556.3 mmol), Pd(dppf)Cl2 methylene chloride complex (5.5 g, 6.8 mmol), DMF (150 mL), and water (38 mL) was degassed, purged with nitrogen, and heated at 50° C. overnight. The mixture was then diluted with EtOAc and water, acidified with conc. HCl under cooling with ice-water bath, stirred with charcoal, and filtered through Celite. The organic layer was separated, wash... Reactants: CC(C)CC(=O)Cl, CC(C)CC(N)C(=O)O, [Na+], [OH-]. Yields the product CC(C)CC(=O)NC(CC(C)C)C(=O)O. RXN SMILES: [C:10]([CH2:11][CH:12]([CH3:13])[CH3:14])(=[O:15])[Cl:16].[CH3:1][CH:2]([CH3:3])[CH2:4][CH:5]([NH2:6])[C:7]([OH:8])=[O:9].[Na+:18].[OH-:17]>>[CH3:1][CH:2]([CH3:3])[CH2:4][CH:5]([NH:6][C:10]([CH2:11][CH:12]([CH3:13])[CH3:14])=[O:15])[C:7]([OH:8])=[O:9].